This data is from the Open Reaction Database (ORD), a public repository of structured organic reaction records. The task is: describe an organic reaction: reactants, conditions, products, and yield The reagents and catalysts are C=1C=CC(=CC1)[P](C=2C=CC=CC2)(C=3C=CC=CC3)[Pd]([P](C=4C=CC=CC4)(C=5C=CC=CC5)C=6C=CC=CC6)([P](C=7C=CC=CC7)(C=8C=CC=CC8)C=9C=CC=CC9)[P](C=1C=CC=CC1)(C=1C=CC=CC1)C=1C=CC=CC1 (Tetrakis(triphenylphosphine)palladium(0)). RXN SMILES: [C:1]([O:5][C:6]([NH:8][C@@H:9]([CH2:13][C:14]1[CH:19]=[CH:18][C:17](OS(C(F)(F)F)(=O)=O)=[CH:16][CH:15]=1)[C:10]([O-:12])=[O:11])=[O:7])([CH3:4])([CH3:3])[CH3:2].[C:28]1(B(O)O)[CH:33]=[CH:32][CH:31]=[CH:30][CH:29]=1.[C:37](=O)([O-])[O-].[K+].[K+].C1(C)C=CC=CC=1>C(OCC)(=O)C.C1C=CC([P]([Pd]([P](C2C=CC=CC=2)(C2C=CC=CC=2)C2C=CC=CC=2)([P](C2C=CC=CC=2)(C2C=CC=CC=2)C2C=CC=CC=2)[P](C2C=CC=CC=2)(C2C=CC=CC=2)C2C=CC=CC=2)(C2C=CC=CC=2)C2C=CC=CC=2)=CC=1>[C:1]([O:5][C:6]([NH:8][C@@H:9]([CH2:13][C:14]1[CH:19]=[CH:18][C:17]([C:28]2[CH:33]=[CH:32][CH:31]=[CH:30][CH:29]=2)=[CH:16][CH:15]=1)[C:10]([O:12][CH3:37])=[O:11])=[O:7])([CH3:4])([CH3:3])[CH3:2] |f:2.3.4,^1:59,61,80,99|. Procedure: Nitrogen is passed through a suspension of (S)-2-(t-butoxycarbonylamino)-3-[4-(trifluoromethylsulfonyloxy)-phenyl]-propionate (1.75 mmol), phenylboronic acid (3.5 mmol), anhydrous potassium carbonate (2.63 mmol) and toluene (17 mL) for 15 minutes. Tetrakis(triphenylphosphine)palladium(0) is added, and the mixture is heated at 85°-90° for 3 hours. The reaction mixture is cooled to 25°, diluted with ethyl acetate (17 mL) and washed sequentially with saturated sodium bicarbonate (1×20 mL), water (1... Solvent: C(C)(=O)OCC (ethyl acetate). Reactants: C(C)(C)(C)OC(=O)N[C@H](C(=O)[O-])CC1=CC=C(C=C1)OS(=O)(=O)C(F)(F)F ((S)-2-(t-butoxycarbonylamino)-3-[4-(trifluoromethylsulfonyloxy)-phenyl]-propionate), C1(=CC=CC=C1)B(O)O (phenylboronic acid), C([O-])([O-])=O.[K+].[K+] (potassium carbonate), C1(=CC=CC=C1)C (toluene). The product is C(C)(C)(C)OC(=O)N[C@H](C(=O)OC)CC1=CC=C(C=C1)C1=CC=CC=C1 (methyl (S)-2-(t-butoxycarbonylamino)-3-(4-biphenylyl)-propionate). Starting materials: NC1=NC(=NC(=C1)OC)OC (4-amino-2,6-dimethoxypyrimidine), CC1=C(C=CC=C1)S(=O)(=O)N=C=O (2-methylbenzenesulfonylisocyanate). Run in C(Cl)Cl (methylene chloride). Reaction conditions: time 40 minute. The product is COC1=NC(=CC(=N1)NC(=O)NS(=O)(=O)C1=C(C=CC=C1)C)OC (N-[(2,6-dimethoxypyrimidin-4-yl)aminocarbonyl]-2-methylbenzenesulfonamide). Reaction SMILES: [NH2:1][C:2]1[CH:7]=[C:6]([O:8][CH3:9])[N:5]=[C:4]([O:10][CH3:11])[N:3]=1.[CH3:12][C:13]1[CH:18]=[CH:17][CH:16]=[CH:15][C:14]=1[S:19]([N:22]=[C:23]=[O:24])(=[O:21])=[O:20]>C(Cl)Cl>[CH3:11][O:10][C:4]1[N:3]=[C:2]([NH:1][C:23]([NH:22][S:19]([C:14]2[CH:15]=[CH:16][CH:17]=[CH:18][C:13]=2[CH3:12])(=[O:21])=[O:20])=[O:24])[CH:7]=[C:6]([O:8][CH3:9])[N:5]=1. Procedure details: To a stirred mixture of 2.40 g of 4-amino-2,6-dimethoxypyrimidine in 40 ml methylene chloride at ambient temperature and pressure was slowly added 3.0 g of 2-methylbenzenesulfonylisocyanate. The reaction was stirred 40 minutes, filtered, and the solid thereby obtained was washed with a small amount of acetonitrile; yield 4.0 g, m.p. 174°-175°, NMR (DMSO-d6) relative to tetramethylsilane: δ 2.77, S, area 30; δ 4.05, S, area 60; δ 6.85, S, area 89; δ 7.7-8.6, multiplets, area 45; δ 10.00, S, area ... Reactants: C(#N)C1=C(C(=C(C=C1)C=1C=NN(C1OC)C1=NC=C(C(=O)O)C=C1)C)F (6-(4-(4-cyano-3-fluoro-2-methylphenyl)-5-methoxy-1H-pyrazol-1-yl)nicotinic acid), C1=CC=C2C(=C1)N=NN2O.O (HOBT hydrate), Cl.C(C)N=C=NCCCN(C)C (N1-((ethylimino)methylene)-N3,N3-dimethylpropane-1,3-diamine hydrochloride), C(C)N(C(C)C)C(C)C (N-ethyl-N-isopropylpropan-2-amine), C(C)N1CCNCC1 (1-ethylpiperazine). Solvent: CN(C)C=O (DMF). The product is C(C)N1CCN(CC1)C(=O)C=1C=CC(=NC1)N1N=CC(=C1OC)C1=C(C(=C(C#N)C=C1)F)C (4-(1-(5-(4-ethylpiperazine-1-carbonyl)pyridin-2-yl)-5-methoxy-1H-pyrazol-4-yl)-2-fluoro-3-methylbenzonitrile). Yield: 52.0%. RXN SMILES: [C:1]([C:3]1[CH:8]=[CH:7][C:6]([C:9]2[CH:10]=[N:11][N:12]([C:16]3[CH:24]=[CH:23][C:19]([C:20]([OH:22])=O)=[CH:18][N:17]=3)[C:13]=2[O:14][CH3:15])=[C:5]([CH3:25])[C:4]=1[F:26])#[N:2].C1C=C2N=NN(O)C2=CC=1.O.Cl.C(N=C=NCCCN(C)C)C.C(N(C(C)C)C(C)C)C.[CH2:59]([N:61]1[CH2:66][CH2:65][NH:64][CH2:63][CH2:62]1)[CH3:60]>CN(C=O)C>[CH2:59]([N:61]1[CH2:66][CH2:65][N:64]([C:20]([C:19]2[CH:23]=[CH:24][C:16]([N:12]3[C:13]([O:14][CH3:15])=[C:9]([C:6]4[CH:7]=[CH:8][C:3]([C:1]#[N:2])=[C:4]([F:26])[C:5]=4[CH3:25])[CH:10]=[N:11]3)=[N:17][CH:18]=2)=[O:22])[CH2:63][CH2:62]1)[CH3:60] |f:1.2,3.4|. Procedure details: Combined 6-(4-(4-cyano-3-fluoro-2-methylphenyl)-5-methoxy-1H-pyrazol-1-yl)nicotinic acid (106 mg, 0.300 mmol), HOBT hydrate (68.9 mg, 0.450 mmol), N1-((ethylimino)methylene)-N3,N3-dimethylpropane-1,3-diamine hydrochloride (86 mg, 0.450 mmol), and N-ethyl-N-isopropylpropan-2-amine (0.157 mL) in DMF (1 mL) and stirred for 5 min. The mixture was then added to 1-ethylpiperazine (68.5, 0.600 mmol). After 18 hours the reaction mixture was purified via preparative HPLC (20-40% acetonitrile in water, wi... The reactants are C1CCOC1, CCOC(=O)Cc1cccc(OCc2c(C)cccc2C)c1, C[Si](C)(C)[N-][Si](C)(C)C, CI, [Li+]. The product is CCOC(=O)C(C)c1cccc(OCc2c(C)cccc2C)c1. Reaction SMILES: [CH2:35]1[O:36][CH2:37][CH2:38][CH2:39]1.[CH3:1][c:2]1[c:3]([CH2:4][O:5][c:6]2[cH:7][c:8]([CH2:12][C:13](=[O:14])[O:15][CH2:16][CH3:17])[cH:9][cH:10][cH:11]2)[c:18]([CH3:22])[cH:19][cH:20][cH:21]1.[CH3:24][Si:25]([N-:26][Si:27]([CH3:28])([CH3:29])[CH3:30])([CH3:31])[CH3:32].[CH3:33][I:34].[Li+:23]>>[CH3:1][c:2]1[c:3]([CH2:4][O:5][c:6]2[cH:7][c:8]([CH:12]([C:13](=[O:14])[O:15][CH2:16][CH3:17])[CH3:24])[cH:9][cH:10][cH:11]2)[c:18]([CH3:22])[cH:19][cH:20][cH:21]1.